Dataset: the Open Reaction Database (ORD), a public repository of structured organic reaction records. Task: describe an organic reaction: reactants, conditions, products, and yield Reactants: BrC=1C=C(C(=O)O)C=CC1OC(F)(F)F (3-Bromo-4-(trifluoromethoxy)benzoic acid), C(#N)[Cu] (cyanocopper). Run in CN1C(CCC1)=O (N-methyl-2-pyrrolidinone), ClCCl (dichloromethane). Run at temperature 200 celsius, time 10 minute. Product: C(#N)C=1C=C(C(=O)O)C=CC1OC(F)(F)F (3-Cyano-4-(trifluoromethoxy)benzoic Acid). Yield: 86.3%. RXN SMILES: Br[C:2]1[CH:3]=[C:4]([CH:8]=[CH:9][C:10]=1[O:11][C:12]([F:15])([F:14])[F:13])[C:5]([OH:7])=[O:6].[C:16]([Cu])#[N:17]>CN1CCCC1=O.ClCCl>[C:16]([C:2]1[CH:3]=[C:4]([CH:8]=[CH:9][C:10]=1[O:11][C:12]([F:15])([F:14])[F:13])[C:5]([OH:7])=[O:6])#[N:17]. Reported procedure: 3-Bromo-4-(trifluoromethoxy)benzoic acid (1.4 g, 4.91 mmol) and cyanocopper (0.572 g, 6.39 mmol) were mixed in N-methyl-2-pyrrolidinone (NMP) (14 mL). The mixture was heated in a microwave at 200° C. for 2 h. The reaction was diluted with dichloromethane (150 mL). Celite® was added and the mixture was stirred vigorously for 10 min. The solids were removed by filtration. The organic layer was washed with water (125 mL) and concentrated. The residue was purified by HPLC to give the title compound ... Reactants: CC(=O)SC(C)C(=O)Nc1ccc(C2=NNC(=O)CC2C)cc1, CO, Cl. Yields the product CC(S)C(=O)Nc1ccc(C2=NNC(=O)CC2C)cc1. As a reaction SMILES: [C:1](=[O:2])([CH3:3])[S:4][CH:5]([C:6](=[O:7])[NH:8][c:9]1[cH:10][cH:11][c:12]([C:15]2=[N:20][NH:19][C:18](=[O:21])[CH2:17][CH:16]2[CH3:22])[cH:13][cH:14]1)[CH3:23].[CH3:25][OH:26].[ClH:24]>>[SH:4][CH:5]([C:6](=[O:7])[NH:8][c:9]1[cH:10][cH:11][c:12]([C:15]2=[N:20][NH:19][C:18](=[O:21])[CH2:17][CH:16]2[CH3:22])[cH:13][cH:14]1)[CH3:23]. Reactants: C(CC#N)#N (malononitrile), O.NN (hydrazine hydrate), CSC1=CC=C(C=C1)NN=C(C#N)C#N (2-[(4-methylsulfanylphenyl)hydrazono]malononitrile), CSC1=CC=C(N)C=C1 (4-methylthioaniline), O.NN (hydrazine hydrate). The product is CSC1=CC=C(C=C1)NN=C1C(=NN=C1N)N (4-[(4-methylsulfanylphenyl)hydrazono]-4H-pyrazole-3,5-diamine), compound. Yield: 77.0%. As a reaction SMILES: CSC1C=CC(N[N:10]=[C:11]([C:14]#[N:15])[C:12]#[N:13])=CC=1.[CH3:16][S:17][C:18]1[CH:24]=[CH:23][C:21]([NH2:22])=[CH:20][CH:19]=1.C(#N)CC#N.O.[NH2:31][NH2:32]>>[CH3:16][S:17][C:18]1[CH:24]=[CH:23][C:21]([NH:22][N:10]=[C:11]2[C:12]([NH2:13])=[N:32][N:31]=[C:14]2[NH2:15])=[CH:20][CH:19]=1 |f:3.4|. Reported procedure: 4-[(4-methylsulfanylphenyl)hydrazono]-4H-pyrazole-3,5-diamine was prepared using 108 mg (0.5 mmol) of 2-[(4-methylsulfanylphenyl)hydrazono]malononitrile, which was derived from 4-methylthioaniline (117 mg, 1.0 mmol) and malononitrile (1.5 mmol), and hydrazine hydrate. Precipitate formed in the reaction tube immediately after the addition of hydrazine hydrate. The resulting solid was isolated by filtration, washed with ethanol, and dried to yield 95 mg (77%) of the compound as an orange solid. The reactants are Brc1ccc(Cn2cnnn2)cc1, CC(C)Cc1cc(B(O)O)c(S(=O)(=O)NC(C)(C)C)s1, CCO, Cc1ccccc1, CCOC(C)=O, [Na+], [OH-], c1ccc(P(c2ccccc2)(c2ccccc2)[Pd](P(c2ccccc2)(c2ccccc2)c2ccccc2)(P(c2ccccc2)(c2ccccc2)c2ccccc2)P(c2ccccc2)(c2ccccc2)c2ccccc2)cc1. Product: CC(C)Cc1cc(-c2ccc(Cn3cnnn3)cc2)c(S(=O)(=O)NC(C)(C)C)s1. As a reaction SMILES: [Br:21][c:22]1[cH:23][cH:24][c:25]([CH2:26][n:27]2[n:28][n:29][n:30][cH:31]2)[cH:32][cH:33]1.[CH2:1]([CH:2]([CH3:3])[CH3:4])[c:5]1[cH:6][c:7]([B:18]([OH:19])[OH:20])[c:8]([S:10](=[O:11])(=[O:12])[NH:13][C:14]([CH3:15])([CH3:16])[CH3:17])[s:9]1.[CH3:126][CH2:127][OH:128].[CH3:34][c:35]1[cH:36][cH:37][cH:38][cH:39][cH:40]1.[CH3:43][CH2:44][O:45][C:46]([CH3:47])=[O:48].[Na+:42].[OH-:41].[cH:49]1[cH:50][cH:51][c:52]([P:53]([Pd:54]([P:55]([c:56]2[cH:57][cH:58][cH:59][cH:60][cH:61]2)([c:62]2[cH:63][cH:64][cH:65][cH:66][cH:67]2)[c:68]2[cH:69][cH:70][cH:71][cH:72][cH:73]2)([P:74]([c:75]2[cH:76][cH:77][cH:78][cH:79][cH:80]2)([c:81]2[cH:82][cH:83][cH:84][cH:85][cH:86]2)[c:87]2[cH:88][cH:89][cH:90][cH:91][cH:92]2)[P:93]([c:94]2[cH:95][cH:96][cH:97][cH:98][cH:99]2)([c:100]2[cH:101][cH:102][cH:103][cH:104][cH:105]2)[c:106]2[cH:107][cH:108][cH:109][cH:110][cH:111]2)([c:112]2[cH:113][cH:114][cH:115][cH:116][cH:117]2)[c:118]2[cH:119][cH:120][cH:121][cH:122][cH:123]2)[cH:124][cH:125]1>>[CH2:1]([CH:2]([CH3:3])[CH3:4])[c:5]1[cH:6][c:7](-[c:22]2[cH:23][cH:24][c:25]([CH2:26][n:27]3[n:28][n:29][n:30][cH:31]3)[cH:32][cH:33]2)[c:8]([S:10](=[O:11])(=[O:12])[NH:13][C:14]([CH3:15])([CH3:16])[CH3:17])[s:9]1. Reactants: FC(C=1C=C(C(=O)NN)C=CC1)(F)F (3-trifluoromethylbenzoic acid hydrazide), C(C)C(=O)C=1C=NC=CC1 (ethyl-3-pyridyl ketone), C(C)O (ethanol). The reagents and catalysts are C(C)(=O)O (acetic acid). Solvent: O (water). Yields the product N1=CC(=CC=C1)C(CC)=NNC(C1=CC(=CC=C1)C(F)(F)F)=O (3-trifluoromethylbenzoic acid [1-(3-pyridinyl)propylidene]hydrazide). Isolated yield 74.0%. Reaction SMILES: [F:1][C:2]([F:14])([F:13])[C:3]1[CH:4]=[C:5]([CH:10]=[CH:11][CH:12]=1)[C:6]([NH:8][NH2:9])=[O:7].[CH2:15]([C:17]([C:19]1[CH:20]=[N:21][CH:22]=[CH:23][CH:24]=1)=O)[CH3:16].C(O)C>C(O)(=O)C.O>[N:21]1[CH:22]=[CH:23][CH:24]=[C:19]([C:17](=[N:9][NH:8][C:6](=[O:7])[C:5]2[CH:10]=[CH:11][CH:12]=[C:3]([C:2]([F:13])([F:14])[F:1])[CH:4]=2)[CH2:15][CH3:16])[CH:20]=1. Reported procedure: A mixture of 10.21 gm (0.05 mole) of 3-trifluoromethylbenzoic acid hydrazide, 6.76 gm (0.05 mole) of ethyl-3-pyridyl ketone, 10 drops of glacial acetic acid and 100 ml of absolute ethanol was refluxed 15 hr. The reaction mixture was diluted with water to the cloud point and cooled to room temperature then chilled in the refrigerator. The solids that separated were collected, washed with Skellysolve B and dried to give 11.88 gm (74%) of product having a melting point of 119.4° C. Reactants: FC(C=1C=CC(=NC1)N1CCNCC1)(F)F (1-(5-trifluoromethyl-pyridin-2-yl)-piperazine), Br[C@H](C(=O)O)C ((2S)-2-bromo-propionic acid). The solvent is C(Cl)Cl (DCM), TEA. Reaction conditions: temperature 35 celsius, time 8 hour. The product is FC(C=1C=CC(=NC1)N1CCN(CC1)[C@@H](C(=O)O)C)(F)F ((2R)-2-{4-[5-(Trifluoromethyl)pyridin-2-yl]piperazin-1-yl}propanoic acid). As a reaction SMILES: [F:1][C:2]([F:16])([F:15])[C:3]1[CH:4]=[CH:5][C:6]([N:9]2[CH2:14][CH2:13][NH:12][CH2:11][CH2:10]2)=[N:7][CH:8]=1.Br[C@@H:18]([CH3:22])[C:19]([OH:21])=[O:20]>C(Cl)Cl>[F:16][C:2]([F:1])([F:15])[C:3]1[CH:4]=[CH:5][C:6]([N:9]2[CH2:10][CH2:11][N:12]([C@H:18]([CH3:22])[C:19]([OH:21])=[O:20])[CH2:13][CH2:14]2)=[N:7][CH:8]=1. Procedure: A solution of 1-(5-trifluoromethyl-pyridin-2-yl)-piperazine (2.77 g, 11.99 mmoles) in DCM (42 mL) and TEA (4.2 mL) was treated with (2S)-2-bromo-propionic acid (1.19 mL, 13.2 mmoles) and stirred overnight at 35° C. The DCM was removed under reduced pressure to provide crude title compound. The product is ClC1=CC=C(C=C1)N1C(N(N=C1)[C@@H]([C@]1(CO1)C1=C(C=C(C=C1)F)F)C)=O (4-(4-chlorophenyl)-2-[(1R,2S)-2-(2,4-difluorophenyl)-2,3-epoxy-1-methylpropyl]-3(2H,4H)-1,2,4-triazolone). The reactants are FC1=C(C=CC(=C1)F)[C@]1(OC1)[C@H](C)O ((1S)-1-[(2R)-2-(2,4-difluorophenyl)-2-oxiranyl]ethanol), ClC1=CC=C(C=C1)N1C(NN=C1)=O (4-(4-chlorophenyl)-3(2H,4H)-1,2,4-triazolone). As a reaction SMILES: [F:1][C:2]1[CH:7]=[C:6]([F:8])[CH:5]=[CH:4][C:3]=1[C@:9]1([C@@H:12](O)[CH3:13])[CH2:11][O:10]1.[Cl:15][C:16]1[CH:21]=[CH:20][C:19]([N:22]2[CH:26]=[N:25][NH:24][C:23]2=[O:27])=[CH:18][CH:17]=1>>[Cl:15][C:16]1[CH:17]=[CH:18][C:19]([N:22]2[CH:26]=[N:25][N:24]([C@H:12]([CH3:13])[C@:9]3([C:3]4[CH:4]=[CH:5][C:6]([F:8])=[CH:7][C:2]=4[F:1])[O:10][CH2:11]3)[C:23]2=[O:27])=[CH:20][CH:21]=1. Procedure details: In the same manner as in Reference Example 5, starting from 0.66 g of (1S)-1-[(2R)-2-(2,4-difluorophenyl)-2-oxiranyl]ethanol and 0.65 g of 4-(4-chlorophenyl)-3(2H,4H)-1,2,4-triazolone, 0.23 g of 4-(4-chlorophenyl)-2-[(1R,2S)-2-(2,4-difluorophenyl)-2,3-epoxy-1-methylpropyl]-3(2H,4H)-1,2,4-triazolone was obtained as a colorless viscous oil. The yield is 18.5%. Starting materials: C1(=CC=CC=C1)C(C(=O)N=C=O)C1=CC=CC=C1 (diphenylacetyl isocyanate), C(C=C)O (allyl alcohol). The product is C(C=C)OC(NC(C(C1=CC=CC=C1)C1=CC=CC=C1)=O)=O (Diphenylacetyl-carbamic acid allyl ester). Reaction SMILES: [C:1]1([CH:7]([C:13]2[CH:18]=[CH:17][CH:16]=[CH:15][CH:14]=2)[C:8]([N:10]=[C:11]=[O:12])=[O:9])[CH:6]=[CH:5][CH:4]=[CH:3][CH:2]=1.[CH2:19]([OH:22])[CH:20]=[CH2:21]>>[CH2:19]([O:22][C:11](=[O:12])[NH:10][C:8](=[O:9])[CH:7]([C:1]1[CH:6]=[CH:5][CH:4]=[CH:3][CH:2]=1)[C:13]1[CH:18]=[CH:17][CH:16]=[CH:15][CH:14]=1)[CH:20]=[CH2:21]. Reported procedure: The title compound, white solid, m.p. 118-120° C. and MS: m/e=295 (M+) was prepared in accordance with the general method of example 1 from diphenylacetyl isocyanate and allyl alcohol. As a reaction SMILES: [C:1]([N:9]1[CH2:20][CH2:19][C:12]2[N:13]=[N:14][C:15]([NH:17][NH2:18])=[CH:16][C:11]=2[CH2:10]1)(=[O:8])[C:2]1[CH:7]=[CH:6][CH:5]=[CH:4][CH:3]=1>CC(CC)=O>[C:1]([N:9]1[CH2:20][CH2:19][C:12]2[N:13]=[N:14][C:15]([NH:17][N:18]=[CH:1][CH2:2][CH2:3][CH3:4])=[CH:16][C:11]=2[CH2:10]1)(=[O:8])[C:2]1[CH:3]=[CH:4][CH:5]=[CH:6][CH:7]=1. Run in CC(=O)CC (methylethyl ketone). Procedure: A suspension of 13.5 g of 6-benzoyl-3-hydrazino-5,6,7,8-tetrahydropyrido[4,3-c]pyridazine in 100 cc of methylethyl ketone is heated at reflux while stirring for 4 hours. The title compound has a M.P. of 191°-193°, from 95% ethanol. Conditions: time 4 hour. The product is C(C1=CC=CC=C1)(=O)N1CC2=C(N=NC(=C2)NN=CCCC)CC1 (6-Benzoyl-3-(2-butylidenehydrazino)-5,6,7,8-tetrahydropyrido[4,3-c]pyridazine). Starting materials: C(C1=CC=CC=C1)(=O)N1CC2=C(N=NC(=C2)NN)CC1 (6-benzoyl-3-hydrazino-5,6,7,8-tetrahydropyrido[4,3-c]pyridazine). Reactants: BrC1=CC=C(COC2=CC(=C(C(=O)O)C=C2)O)C=C1 (4-(4-bromo-benzyloxy)-2-hydroxy-benzoic acid), C(C)(=O)C=1C=C(C=CC1)B(O)O (3-acetylbenzene boronic acid), C(=O)([O-])[O-].[Na+].[Na+] (Na2CO3). The solvent is COCOC (dimethoxymethane), O (H2O). Run at temperature 100 celsius, time 16 hour. Yields the product C(C)(=O)C=1C=C(C=CC1)C1=CC=C(C=C1)COC1=CC(=C(C(=O)O)C=C1)O (4-(3′-Acetyl-biphenyl-4-ylmethoxy)-2-hydroxy-benzoic acid). As a reaction SMILES: Br[C:2]1[CH:19]=[CH:18][C:5]([CH2:6][O:7][C:8]2[CH:16]=[CH:15][C:11]([C:12]([OH:14])=[O:13])=[C:10]([OH:17])[CH:9]=2)=[CH:4][CH:3]=1.[C:20]([C:23]1[CH:24]=[C:25](B(O)O)[CH:26]=[CH:27][CH:28]=1)(=[O:22])[CH3:21].C([O-])([O-])=O.[Na+].[Na+]>COCOC.O>[C:20]([C:23]1[CH:28]=[C:27]([C:2]2[CH:19]=[CH:18][C:5]([CH2:6][O:7][C:8]3[CH:16]=[CH:15][C:11]([C:12]([OH:14])=[O:13])=[C:10]([OH:17])[CH:9]=3)=[CH:4][CH:3]=2)[CH:26]=[CH:25][CH:24]=1)(=[O:22])[CH3:21] |f:2.3.4|. Procedure: A mixture of 4-(4-bromo-benzyloxy)-2-hydroxy-benzoic acid (196.3 mg; 0.6075 mmol), 3-acetylbenzene boronic acid (99.7 mg; 0.6080 mmol) and Na2CO3 (−4 eq.) was dissolved in dimethoxymethane (4 mL) and H2O (2 mL). The solution was flushed with argon, Cl2Pd(PPh3)2 (˜2.5 mol %) was added and the mixture stirred under an atmosphere of argon at 100° C. for 16 hours. The resulting black solution was filtered (Gelman Acrodisc GHP, Ø25 mm) and slowly added to a cold 1 M HCl (aq.; 15 mL) solution. The pre...